Dataset: the Open Reaction Database (ORD), a public repository of structured organic reaction records. Task: describe an organic reaction: reactants, conditions, products, and yield Starting materials: ClC1=CC=C(C(=O)N[C@@H](CC2=CC=CC=C2)C(=O)O)C=C1 (N-(p-chlorobenzoyl)phenylalanine), COC1=CC=C(C=C1)NCCCC(=O)OC (methyl 4-(p-anisidino)butyrate). The product is ClC1=CC=C(C(=O)N[C@@H](CC2=CC=CC=C2)C(=O)N(C2=CC=C(OC)C=C2)CCCC(=O)OC)C=C1 (methyl N-[N-(p-chlorobenzoyl)phenylalanyl]-4-(p-anisidino)butyrate). Reaction SMILES: [Cl:1][C:2]1[CH:21]=[CH:20][C:5]([C:6]([NH:8][C@H:9]([C:17]([OH:19])=O)[CH2:10][C:11]2[CH:16]=[CH:15][CH:14]=[CH:13][CH:12]=2)=[O:7])=[CH:4][CH:3]=1.[CH3:22][O:23][C:24]1[CH:29]=[CH:28][C:27]([NH:30][CH2:31][CH2:32][CH2:33][C:34]([O:36][CH3:37])=[O:35])=[CH:26][CH:25]=1>>[Cl:1][C:2]1[CH:3]=[CH:4][C:5]([C:6]([NH:8][C@H:9]([C:17]([N:30]([CH2:31][CH2:32][CH2:33][C:34]([O:36][CH3:37])=[O:35])[C:27]2[CH:26]=[CH:25][C:24]([O:23][CH3:22])=[CH:29][CH:28]=2)=[O:19])[CH2:10][C:11]2[CH:12]=[CH:13][CH:14]=[CH:15][CH:16]=2)=[O:7])=[CH:20][CH:21]=1. Procedure: Analogously to Example 1, by using equivalent quantities, reacting N-(p-chlorobenzoyl)phenylalanine and methyl 4-(p-anisidino)butyrate and suitable processing produces methyl N-[N-(p-chlorobenzoyl)phenylalanyl]-4-(p-anisidino)butyrate (oil), saponification of which and processing of the reaction product yields N-[N-(p-chlorobenzoyl)phenylalanyl]-4-(p-anisidino)butyric acid (M.P. 163° to 165°). Reactants: CC(=O)O, c1ccc(COc2ccccc2OCc2cn(C(c3ccccc3)(c3ccccc3)c3ccccc3)cn2)cc1, CO. The product is c1ccc(COc2ccccc2OCc2c[nH]cn2)cc1. RXN SMILES: [C:41]([OH:42])(=[O:43])[CH3:44].[CH2:1]([c:2]1[cH:3][cH:4][cH:5][cH:6][cH:7]1)[O:8][c:9]1[c:10]([O:11][CH2:12][c:13]2[n:14][cH:15][n:16]([C:18]([c:19]3[cH:20][cH:21][cH:22][cH:23][cH:24]3)([c:25]3[cH:26][cH:27][cH:28][cH:29][cH:30]3)[c:31]3[cH:32][cH:33][cH:34][cH:35][cH:36]3)[cH:17]2)[cH:37][cH:38][cH:39][cH:40]1.[CH3:45][OH:46]>>[CH2:1]([c:2]1[cH:3][cH:4][cH:5][cH:6][cH:7]1)[O:8][c:9]1[c:10]([O:11][CH2:12][c:13]2[n:14][cH:15][nH:16][cH:17]2)[cH:37][cH:38][cH:39][cH:40]1. Starting materials: Cc1cc(Br)cc(C)n1, [Li]CCCC, CCCC[Sn](Cl)(CCCC)CCCC, CCOCC. The product is CCCC[Sn](CCCC)(CCCC)c1cc(C)nc(C)c1. Reaction SMILES: [Br:1][c:2]1[cH:3][c:4]([CH3:9])[n:5][c:6]([CH3:8])[cH:7]1.[CH2:10]([Li:11])[CH2:12][CH2:13][CH3:14].[CH2:15]([CH2:16][CH2:17][CH3:18])[Sn:19]([CH2:20][CH2:21][CH2:22][CH3:23])([CH2:24][CH2:25][CH2:26][CH3:27])[Cl:28].[CH3:29][CH2:30][O:31][CH2:32][CH3:33]>>[c:2]1([Sn:19]([CH2:15][CH2:16][CH2:17][CH3:18])([CH2:20][CH2:21][CH2:22][CH3:23])[CH2:24][CH2:25][CH2:26][CH3:27])[cH:3][c:4]([CH3:9])[n:5][c:6]([CH3:8])[cH:7]1. The reactants are CC(=O)c1ccc(OCC(=O)N2CCCC2)cc1, CC(=O)O, NCCN. The product is CC(NCCN)c1ccc(OCC(=O)N2CCCC2)cc1. As a reaction SMILES: [C:1]([CH3:2])(=[O:3])[c:4]1[cH:5][cH:6][c:7]([O:8][CH2:9][C:10](=[O:11])[N:12]2[CH2:13][CH2:14][CH2:15][CH2:16]2)[cH:17][cH:18]1.[CH3:23][C:24](=[O:25])[OH:26].[NH2:19][CH2:20][CH2:21][NH2:22]>>[CH:1]([CH3:2])([c:4]1[cH:5][cH:6][c:7]([O:8][CH2:9][C:10](=[O:11])[N:12]2[CH2:13][CH2:14][CH2:15][CH2:16]2)[cH:17][cH:18]1)[NH:22][CH2:21][CH2:20][NH2:19]. Reactants: C(C1=CC=CC=C1)OC(CNC(CN1C(CCC1)=O)=O)=O (N-(2-oxo-1-pyrrolidineacetyl)-glycine benzyl ester), C(C1=CC=CC=C1)OC(CNC(CN1C(CCC1)=O)=O)=O (N-(2-oxo-1-pyrrolidineacetyl)-glycine benzyl ester). Solvent: C(C)(=O)O (acetic acid), [Pd] (palladium). Product: O=C1N(CCC1)CC(=O)NCC(=O)O (N-(2-oxo-1-pyrrolidineacetyl)-glycine). Isolated yield 99.9%. RXN SMILES: C([O:8][C:9](=[O:21])[CH2:10][NH:11][C:12](=[O:20])[CH2:13][N:14]1[CH2:18][CH2:17][CH2:16][C:15]1=[O:19])C1C=CC=CC=1>C(O)(=O)C.[Pd]>[O:19]=[C:15]1[CH2:16][CH2:17][CH2:18][N:14]1[CH2:13][C:12]([NH:11][CH2:10][C:9]([OH:21])=[O:8])=[O:20]. Reported procedure: 2.9 g (0.01 mole) of N-(2-oxo-1-pyrrolidineacetyl)-glycine benzyl ester (compound 1.b) above) are dissolved in 50 ml of acetic acid and hydrogenated in the presence of palladium supported on carbon (Pd/C) at ambient temperature, under a hydrogen pressure of 4 kg. The catalyst is filtered off, the filtrate is evaporated to dryness and the syrup obtained is triturated with anhydrous diethyl ether, a white powder being obtained: 2 g of N-(2-oxo-1-pyrrolidineacetyl)-glycine are thus isolated; M.P. 1... Reactants: C(#N)C=1SC=C(C1)CN1C([C@H](CC1)NS(=O)(=O)C1=CC2=CC(=CC=C2C=C1)OC)=O (7-methoxynaphthalene-2-sulfonic acid [1-(2-cyanothiophen-4-ylmethyl)-2-oxopyrrolidin-3-(S)-yl]amide), BrCC1=CSC=C1 (3-bromomethylthiophene). Product: C(#N)C=1SC=C(C1)CN1C([C@H](CC1)N(S(=O)(=O)C1=CC2=CC(=CC=C2C=C1)OC)CC1=CSC=C1)=O (7-methoxy-naphthalene-2-sulfonic acid-[1-(2-cyanothiophene-4-ylmethyl)-2-oxopyrrolidin-3-(S)-yl]thiophene-3-ylmethylamide). RXN SMILES: [C:1]([C:3]1[S:4][CH:5]=[C:6]([CH2:8][N:9]2[CH2:13][CH2:12][C@H:11]([NH:14][S:15]([C:18]3[CH:27]=[CH:26][C:25]4[C:20](=[CH:21][C:22]([O:28][CH3:29])=[CH:23][CH:24]=4)[CH:19]=3)(=[O:17])=[O:16])[C:10]2=[O:30])[CH:7]=1)#[N:2].Br[CH2:32][C:33]1[CH:37]=[CH:36][S:35][CH:34]=1>>[C:1]([C:3]1[S:4][CH:5]=[C:6]([CH2:8][N:9]2[CH2:13][CH2:12][C@H:11]([N:14]([CH2:32][C:33]3[CH:37]=[CH:36][S:35][CH:34]=3)[S:15]([C:18]3[CH:27]=[CH:26][C:25]4[C:20](=[CH:21][C:22]([O:28][CH3:29])=[CH:23][CH:24]=4)[CH:19]=3)(=[O:17])=[O:16])[C:10]2=[O:30])[CH:7]=1)#[N:2]. Reported procedure: The title compound is prepared from 7-methoxynaphthalene-2-sulfonic acid [1-(2-cyanothiophen-4-ylmethyl)-2-oxopyrrolidin-3-(S)-yl]amide (0.5 g, 1.16 mmol) as described in EXAMPLE 126, Part A, using 3-bromomethylthiophene in place of methyl iodide. The crude product is purified by column chromatography eluting with 60% EtOAc/hexanes to afford 7-methoxy-naphthalene-2-sulfonic acid-[1-(2-cyanothiophene-4-ylmethyl)-2-oxopyrrolidin-3-(S)-yl]thiophene-3-ylmethylamide as a white solid (0.18 g, 0.33 mmo... Reactants: CNC(C1=C(C=C(C(=C1)C#N)CBr)OCC)=O (N1-methyl-4-(bromomethyl)-5-cyano-2-ethoxybenzamide), [N-]=[N+]=[N-].[Na+] (sodium azide). Solvent: C(C)(=O)OCC (ethyl acetate), CN(C=O)C (dimethylformamide). Reaction conditions: time 8 hour. Yields the product CNC(C1=C(C=C(C(=C1)C#N)CN=[N+]=[N-])OCC)=O (N1-Methyl-4-(azidomethyl)-5-cyano-2-ethoxybenzamide). As a reaction SMILES: [CH3:1][NH:2][C:3](=[O:17])[C:4]1[CH:9]=[C:8]([C:10]#[N:11])[C:7]([CH2:12]Br)=[CH:6][C:5]=1[O:14][CH2:15][CH3:16].[N-:18]=[N+:19]=[N-:20].[Na+]>CN(C)C=O.C(OCC)(=O)C>[CH3:1][NH:2][C:3](=[O:17])[C:4]1[CH:9]=[C:8]([C:10]#[N:11])[C:7]([CH2:12][N:18]=[N+:19]=[N-:20])=[CH:6][C:5]=1[O:14][CH2:15][CH3:16] |f:1.2|. Procedure: After next dissolving N1-methyl-4-(bromomethyl)-5-cyano-2-ethoxybenzamide in dimethylformamide (100 ml), sodium azide (6 g) was added and the mixture was stirred at room temperature overnight. The reaction mixture was diluted with ethyl acetate and washed with water and brine, and then the organic layer was dried over anhydrous magnesium sulfate, filtered and concentrated to yield the title compound (15.5 g). Starting materials: NC1=NC=CC=C1OCC1=CC=CC=C1 (2-amino-3-benzyloxypyridine), Cl.CC1=C(C=CC=C1)CC(OCC)=N (ethyl 2-methylphenylacetimidate hydrochloride). Run in C(C)O (ethanol). Yields the product Cl.C(C1=CC=CC=C1)OC=1C(=NC=CC1)NC(CC1=C(C=CC=C1)C)=N (N-(3-(Benzyloxy)-2-pyridyl)-2-methylphenylacetamidine hydrochloride). The yield is 16.3%. RXN SMILES: [NH2:1][C:2]1[C:7]([O:8][CH2:9][C:10]2[CH:15]=[CH:14][CH:13]=[CH:12][CH:11]=2)=[CH:6][CH:5]=[CH:4][N:3]=1.[ClH:16].[CH3:17][C:18]1[CH:23]=[CH:22][CH:21]=[CH:20][C:19]=1[CH2:24][C:25](=[NH:29])OCC>C(O)C>[ClH:16].[CH2:9]([O:8][C:7]1[C:2]([NH:1][C:25](=[NH:29])[CH2:24][C:19]2[CH:20]=[CH:21][CH:22]=[CH:23][C:18]=2[CH3:17])=[N:3][CH:4]=[CH:5][CH:6]=1)[C:10]1[CH:11]=[CH:12][CH:13]=[CH:14][CH:15]=1 |f:1.2,4.5|. Reported procedure: A mixture of 2-amino-3-benzyloxypyridine (4.0 g, 20 mmol) and ethyl 2-methylphenylacetimidate hydrochloride (4.69 g, 22 mmol) in ethanol (80 ml) was heated under reflux for 1 hour. Evaporation of the solvent gave an oil which was purified by flash chromatography (chloroform/methanol 10:1). The product was obtained as a white crystalline solid (1.2 g), m.p. 119°-120° C.